From a dataset of the Open Reaction Database (ORD), a public repository of structured organic reaction records. describe an organic reaction: reactants, conditions, products, and yield The reactants are Cc1ccccc1, [F-], O=C(F)C(F)F, [K+], CCOC(=O)C=CN1CCCCC1. Yields the product CCOC(=O)C(=CN1CCCCC1)C(=O)C(F)F. RXN SMILES: [CH3:22][c:23]1[cH:24][cH:25][cH:26][cH:27][cH:28]1.[F-:14].[F:16][CH:17]([C:18](=[O:19])[F:20])[F:21].[K+:15].[N:1]1([CH:7]=[CH:8][C:9](=[O:10])[O:11][CH2:12][CH3:13])[CH2:2][CH2:3][CH2:4][CH2:5][CH2:6]1>>[N:1]1([CH:7]=[C:8]([C:9](=[O:10])[O:11][CH2:12][CH3:13])[C:18]([CH:17]([F:16])[F:21])=[O:19])[CH2:2][CH2:3][CH2:4][CH2:5][CH2:6]1. Starting materials: CO, CCn1ncc(Cl)c1-c1cc(C(=O)NC(Cc2ccccc2C(F)(F)F)CN2C(=O)c3ccccc3C2=O)sc1Cl. Yields the product CCn1ncc(Cl)c1-c1cc(C(=O)NC(CN)Cc2ccccc2C(F)(F)F)sc1Cl. As a reaction SMILES: [CH3:42][OH:43].[Cl:1][c:2]1[c:3](-[c:34]2[c:35]([Cl:41])[cH:36][n:37][n:38]2[CH2:39][CH3:40])[cH:4][c:5]([C:7](=[O:8])[NH:9][CH:10]([CH2:11][N:12]2[C:13](=[O:14])[c:15]3[c:16]([cH:17][cH:18][cH:19][cH:20]3)[C:21]2=[O:22])[CH2:23][c:24]2[c:25]([C:30]([F:31])([F:32])[F:33])[cH:26][cH:27][cH:28][cH:29]2)[s:6]1>>[Cl:1][c:2]1[c:3](-[c:34]2[c:35]([Cl:41])[cH:36][n:37][n:38]2[CH2:39][CH3:40])[cH:4][c:5]([C:7](=[O:8])[NH:9][CH:10]([CH2:11][NH2:12])[CH2:23][c:24]2[c:25]([C:30]([F:31])([F:32])[F:33])[cH:26][cH:27][cH:28][cH:29]2)[s:6]1. The reactants are C(=O)(OC)CCCCCCC1=C(C=CC=C1)\C=C\C(CCCCC)O (1-(6-carbomethoxyhexyl)- 2-(3-hydroxy-trans-1-octenyl)benzene), CO (methanol), C([O-])([O-])=O.[K+].[K+] (potassium carbonate). The solvent is O (water). Product: C(=O)(O)CCCCCCC1=C(C=CC=C1)\C=C\C(CCCCC)O (1-(6-carboxyhexyl)-2-(3-hydroxy-trans-1-octenyl)benzene). As a reaction SMILES: [C:1]([CH2:5][CH2:6][CH2:7][CH2:8][CH2:9][CH2:10][C:11]1[CH:16]=[CH:15][CH:14]=[CH:13][C:12]=1/[CH:17]=[CH:18]/[CH:19]([OH:25])[CH2:20][CH2:21][CH2:22][CH2:23][CH3:24])([O:3]C)=[O:2].CO.C(=O)([O-])[O-].[K+].[K+]>O>[C:1]([CH2:5][CH2:6][CH2:7][CH2:8][CH2:9][CH2:10][C:11]1[CH:16]=[CH:15][CH:14]=[CH:13][C:12]=1/[CH:17]=[CH:18]/[CH:19]([OH:25])[CH2:20][CH2:21][CH2:22][CH2:23][CH3:24])([OH:3])=[O:2] |f:2.3.4|. Reported procedure: A solution of 1.28 g. of 1-(6-carbomethoxyhexyl)- 2-(3-hydroxy-trans-1-octenyl)benzene in 150 ml. of methanol is cooled to 0° C. and a solution of 3.0 g. of potassium carbonate in 100 ml. of water is added. The ice bath is removed and the mixture is stirred for twenty-four hours. The methanol is removed in vacuo and the basic aqueous solution is washed with ether, cooled in ice and acidified to pH2 with dilute hydrochloric acid. The solution is then extracted with ether and the extract is washed... Reaction SMILES: [H-].[Al+3].[Li+].[H-].[H-].[H-].[CH2:7]([C:9]1[CH:10]=[C:11]([CH:16]=[CH:17][CH:18]=1)[C:12](OC)=[O:13])[CH3:8]>C1COCC1>[CH2:7]([C:9]1[CH:10]=[C:11]([CH2:12][OH:13])[CH:16]=[CH:17][CH:18]=1)[CH3:8] |f:0.1.2.3.4.5|. Product: C(C)C=1C=C(C=CC1)CO ((3-ethylphenyl)methanol). Starting materials: [H-].[Al+3].[Li+].[H-].[H-].[H-] (Lithium aluminum hydride), C(C)C=1C=C(C(=O)OC)C=CC1 (methyl 3-ethylbenzoate). The solvent is C1CCOC1 (THF). Procedure: Lithium aluminum hydride (3.1 mL of 1.0 M solution in THF, 3.1 mmol) was added to a solution of methyl 3-ethylbenzoate (500 mg, 3.05 mmol) in THF (12 mL) at 0° C. After 2 h at 0° C., the reaction was quenched by the addition of saturated aqueous Rochelle's salt (50 mL) and stirred vigorously overnight at room temperature. The reaction mixture was extracted with Et2O (3×100 mL). The combined organic phase was dried (Na2SO4), filtered and concentrated in vacuo to afford (3-ethylphenyl)methanol whi... Conditions: time 2 hour. The reactants are CC1=NN=C(S1)N (5-methyl-[1,3,4]thiadiazol-2-ylamine), C(C)OC(CC(CBr)=O)=O (4-bromo-3-oxo-butyric acid ethyl ester). Run in CO (MeOH). Reaction conditions: temperature 80 celsius. The product is CC1=NN2C(S1)=NC(=C2)CC(=O)O (2-(2-Methylimidazo[2,1-b][1,3,4]thiadiazol-6-yl)acetic acid), 2-methyl-imidazo[2,1-b][1,3,4]thiadiazol-6-ylyacetic. Reaction SMILES: [CH3:1][C:2]1[S:6][C:5]([NH2:7])=[N:4][N:3]=1.C([O:10][C:11](=[O:17])[CH2:12][C:13](=O)[CH2:14]Br)C>CO>[CH3:1][C:2]1[S:6][C:5]2=[N:7][C:13]([CH2:12][C:11]([OH:17])=[O:10])=[CH:14][N:4]2[N:3]=1. Reported procedure: A mixture of 5-methyl-[1,3,4]thiadiazol-2-ylamine (300 mg, 2.6 mmol), 4-bromo-3-oxo-butyric acid ethyl ester (908 mg, 2.6 mmol) and 5 mL of MeOH was combined in a sealed tube and was heated to 80° C. for 3 hours. The reaction was cooled and the MeOH was removed in vacuo. The residue was dissolved in dichloromethane and the organic solution was washed with saturated aqueous NaHCO3 solution (2×). The organic solution was dried over sodium sulfate, filtered and concentrated. The crude product was p... Starting materials: C1(O)=CC(O)=CC=C1 (resorcinol), C(C)(=O)OC(C)=O (acetic anhydride). Run in C(C)(=O)O (acetic acid). Conditions: temperature 110 celsius. Yields the product C(C)(=O)C1=C(O)C=CC=C1O (mono acetyl resorcinol). RXN SMILES: [C:1]1([CH:8]=[CH:7][CH:6]=[C:4]([OH:5])[CH:3]=1)[OH:2].[C:9](OC(=O)C)(=[O:11])[CH3:10]>C(O)(=O)C>[C:9]([C:3]1[C:4]([OH:5])=[CH:6][CH:7]=[CH:8][C:1]=1[OH:2])(=[O:11])[CH3:10]. Procedure: In the solution of 220 g(2 mol) of resorcinol in 500 ml of acetic acid, 102 g(1 mol) of acetic anhydride was drop-added for one hour while agitating the solution at 110° C. The mixture was maintained at 110° C. for two hours, and acetic acid was distilled under vacuum. 1 liter of toluene was added to the reaction mixture and the unreacted excess hydroquinone was filtered and collected (recovered amount: 110 g, recycled without any purification process). A desired mono acetyl resorcinol was obtai...